From a dataset of the Open Reaction Database (ORD), a public repository of structured organic reaction records. describe an organic reaction: reactants, conditions, products, and yield Starting materials: C1(=CC=CC=C1)C=1N=NC=2C=CC=C(C2C1)C=O (3-phenyl-5-cinnolinecarboxaldehyde), N\C(=C/C#N)\C (3-aminocrotononitrile), C(CC(=O)C)(=O)OC(C)C (isopropyl acetoacetate). The solvent is C(C)O (ethanol). Yields the product C(#N)C=1C(C(=C(NC1C)C)C(=O)OC(C)C)C1=C2C=C(N=NC2=CC=C1)C1=CC=CC=C1 (Isopropyl 5-cyano-1,4-dihydro-2,6-dimethyl-4-(3-phenylcinnolin-5-yl)pyridine-3-carboxylate). The yield is 23.6%. Reaction SMILES: [C:1]1([C:7]2[N:8]=[N:9][C:10]3[CH:11]=[CH:12][CH:13]=[C:14]([CH:17]=O)[C:15]=3[CH:16]=2)[CH:6]=[CH:5][CH:4]=[CH:3][CH:2]=1.[NH2:19]/[C:20](/[CH3:24])=[CH:21]\[C:22]#[N:23].[C:25]([O:31][CH:32]([CH3:34])[CH3:33])(=[O:30])[CH2:26][C:27]([CH3:29])=O>C(O)C>[C:22]([C:21]1[CH:17]([C:14]2[CH:13]=[CH:12][CH:11]=[C:10]3[C:15]=2[CH:16]=[C:7]([C:1]2[CH:2]=[CH:3][CH:4]=[CH:5][CH:6]=2)[N:8]=[N:9]3)[C:26]([C:25]([O:31][CH:32]([CH3:34])[CH3:33])=[O:30])=[C:27]([CH3:29])[NH:19][C:20]=1[CH3:24])#[N:23]. Procedure: 750 mg (3.2 mmol) of 3-phenyl-5-cinnolinecarboxaldehyde, 263 mg (3.2 mmol) of 3-aminocrotononitrile and 457 mg (3.2 mmol) of isopropyl acetoacetate are boiled under reflux for 2.5 days in 25 ml of ethanol. The mixture is concentrated and separated on a silica gel column using toluene/ethyl acetate mixtures. The desired fractions are collected and concentrated. The evaporation residue obtained is crystallised using ether and filtered off with suction. 320 mg of crystals of melting point 200°-202°... Reactants: CS(C)=O, O=Cc1c(F)cccc1Cl, Cl, [K+], [OH-], O. Product: O=Cc1c(O)cccc1Cl. As a reaction SMILES: [CH3:14][S:15]([CH3:16])=[O:17].[Cl:1][c:2]1[c:3]([CH:4]=[O:5])[c:6]([F:10])[cH:7][cH:8][cH:9]1.[ClH:13].[K+:12].[OH-:11].[OH2:18]>>[Cl:1][c:2]1[c:3]([CH:4]=[O:5])[c:6]([OH:11])[cH:7][cH:8][cH:9]1.